From a dataset of the Open Reaction Database (ORD), a public repository of structured organic reaction records. describe an organic reaction: reactants, conditions, products, and yield Starting materials: COC1=CC2=C(C=CN=C2C=C1)[C@@H]([C@H]3CC4CCN3C[C@@H]4C=C)O.OS(=O)(=O)O (quinidine bisulfate), sodium polymethacrylate. The solvent is O (water). Product: COC=1C=CC2=C(C1)C(=CC=N2)[C@@H]([C@H]3CC4CCN3C[C@@H]4C=C)O (quinidine). Reaction SMILES: [CH3:1][O:2][C:3]1[CH:12]=[CH:11][C:10]2[C:5](=[C:6]([C@H:13]([OH:24])[C@@H:14]3[N:19]4[CH2:20][C@H:21]([CH:22]=[CH2:23])[CH:16]([CH2:17][CH2:18]4)[CH2:15]3)[CH:7]=[CH:8][N:9]=2)[CH:4]=1.OS(O)(=O)=O>O>[CH3:1][O:2][C:3]1[CH:12]=[CH:11][C:10]2[N:9]=[CH:8][CH:7]=[C:6]([C@H:13]([OH:24])[C@@H:14]3[N:19]4[CH2:20][C@H:21]([CH:22]=[CH2:23])[CH:16]([CH2:17][CH2:18]4)[CH2:15]3)[C:5]=2[CH:4]=1 |f:0.1|. Procedure details: 100 g of quinidine bisulfate (6-methoxy-α-(5-vinyl-2-quinuclidinyl)-4-quinolinemethanol bisulfate) (Extra Pharmacopoeia Martindale XXVII Ed.) is dissolved in 1.5 liters of deionized water and added at constant stirring to a solution of sodium-polymethacrylate of the following composition: Starting materials: O (water), B(Br)(Br)Br (boron tribromide), S(=O)(=O)(C)OCCCCC1C(CCC2=CC(=CC=C12)OC)(C)C1=CC=C(C=C1)OC ((1RS,2RS)-1,2,3,4-tetrahydro-1-(4-mesyloxybutyl)-6-methoxy-2-p-methoxyphenyl-2-methylnaphthalene). Run in C(Cl)Cl (methylene chloride), C(Cl)Cl (methylene chloride). Conditions: temperature -60 celsius. Product: BrCCCCC1C(CCC2=CC(=CC=C12)O)(C)C1=CC=C(C=C1)O (1-(4-bromobutyl)-2-p-hydroxyphenyl- 2-methyl-1,2,3,4-tetrahydronaphth-6-ol). As a reaction SMILES: B(Br)(Br)[Br:2].S(O[CH2:10][CH2:11][CH2:12][CH2:13][CH:14]1[C:23]2[C:18](=[CH:19][C:20]([O:24]C)=[CH:21][CH:22]=2)[CH2:17][CH2:16][C:15]1([C:27]1[CH:32]=[CH:31][C:30]([O:33]C)=[CH:29][CH:28]=1)[CH3:26])(C)(=O)=O.O>C(Cl)Cl>[Br:2][CH2:10][CH2:11][CH2:12][CH2:13][CH:14]1[C:23]2[C:18](=[CH:19][C:20]([OH:24])=[CH:21][CH:22]=2)[CH2:17][CH2:16][C:15]1([C:27]1[CH:32]=[CH:31][C:30]([OH:33])=[CH:29][CH:28]=1)[CH3:26]. Procedure: A molar solution of boron tribromide in methylene chloride (27.6 ml.) was added to a stirred solution of (1RS,2RS)-1,2,3,4-tetrahydro-1-(4-mesyloxybutyl)-6-methoxy-2-p-methoxyphenyl-2-methylnaphthalene (Example 1; 2.3 g.) in methylene chloride (30 ml.) which was cooled to -60° C. under an atmosphere of argon, and the mixture was allowed to warm up to laboratory temperature and then poured into iced water. The mixture was extracted with ethyl acetate and the extract was dried and evaporated to dr... Reactants: COC1=CC=C(CN(C=2C(N(N=C(C2)OC[C@@H]2[C@H](C2)C2=NC=C(C=C2)OC)C)=O)CC#C)C=C1 (4-((4-methoxybenzyl)(prop-2-ynyl)amino)-6-(((1S,2S)-2-(5-methoxypyridin-2-yl)cyclopropyl)methoxy)-2-methylpyridazin-3(2H)-one), C(=O)(O)[O-].[Na+] (NaHCO3). The solvent is C(=O)(C(F)(F)F)O (TFA). Yields the product COC=1C=CC(=NC1)[C@@H]1[C@H](C1)COC=1C=C(C(N(N1)C)=O)NCC#C (6-(((1S,2S)-2-(5-methoxypyridin-2-yl)cyclopropyl)methoxy)-2-methyl-4-(prop-2-ynylamino)pyridazin-3(2H)-one). As a reaction SMILES: COC1C=C[C:6]([CH2:7][N:8](CC#C)[C:9]2[C:10](=[O:29])[N:11]([CH3:28])[N:12]=[C:13]([O:15][CH2:16][C@H:17]3[CH2:19][C@@H:18]3[C:20]3[CH:25]=[CH:24][C:23]([O:26][CH3:27])=[CH:22][N:21]=3)[CH:14]=2)=[CH:5]C=1.C([O-])(O)=O.[Na+]>C(O)(C(F)(F)F)=O>[CH3:27][O:26][C:23]1[CH:24]=[CH:25][C:20]([C@H:18]2[CH2:19][C@@H:17]2[CH2:16][O:15][C:13]2[CH:14]=[C:9]([NH:8][CH2:7][C:6]#[CH:5])[C:10](=[O:29])[N:11]([CH3:28])[N:12]=2)=[N:21][CH:22]=1 |f:1.2|. Reported procedure: A solution of compound 2 (180 mg, 0.39 mmol) in TFA (5 mL) was stirred at room temperature for 2 h, then pH was adjusted to 7-8 with saturated NaHCO3 solution. Extracted with EtOAc (20 mL*3) and washed with H2O and brine, the organic phase was concentrated to give the title compound. ESI-MS: 341.2 (M+H)+.